describe an organic reaction: reactants, conditions, products, and yield From a dataset of the Open Reaction Database (ORD), a public repository of structured organic reaction records. Starting materials: C(C1=CC=CC=C1)N1CCC(CC1)=O (1-benzyl-4-piperidone), [H-].[Na+] (sodium hydride), O (water), C(C)OP(=O)(OCC)C/C=C/C(=O)OCC (ethyl 4-(diethylphosphono)crotonate). Run in O1CCCC1 (tetrahydrofuran), O1CCCC1 (tetrahydrofuran), O1CCCC1 (tetrahydrofuran). Reaction conditions: time 30 minute. The product is C(C1=CC=CC=C1)N1CCC(CC1)=CC=CC(=O)OCC (Ethyl 4-[1-benzyl-4-piperidylidene]-2-butenoate). Isolated yield 29.2%. As a reaction SMILES: [H-].[Na+].O.C(OP([CH2:12]/[CH:13]=[CH:14]/[C:15]([O:17][CH2:18][CH3:19])=[O:16])(OCC)=O)C.[CH2:20]([N:27]1[CH2:32][CH2:31][C:30](=O)[CH2:29][CH2:28]1)[C:21]1[CH:26]=[CH:25][CH:24]=[CH:23][CH:22]=1>O1CCCC1>[CH2:20]([N:27]1[CH2:32][CH2:31][C:30](=[CH:12][CH:13]=[CH:14][C:15]([O:17][CH2:18][CH3:19])=[O:16])[CH2:29][CH2:28]1)[C:21]1[CH:26]=[CH:25][CH:24]=[CH:23][CH:22]=1 |f:0.1|. Reported procedure: Under an atmosphere of nitrogen, 0.583 g of sodium hydride (as a 50% w/w dispersion in mineral oil) were added to a 4 ml of tetrahydrofuran and the mixture was cooled with water. A solution of 3.04 g of ethyl 4-(diethylphosphono)crotonate in 5 ml of tetrahydrofuran was added dropwise to the cooled mixture, which was then stirred for 30 minutes. At the end of this time, a solution of 1.84 g of 1-benzyl-4-piperidone in 2 ml of tetrahydrofuran was added to the mixture over a period of 30 minutes, w...